Dataset: the Open Reaction Database (ORD), a public repository of structured organic reaction records. Task: describe an organic reaction: reactants, conditions, products, and yield Reactants: COCCCOc1cc(C(=O)N(CC2CN(C(=O)OC(C)(C)C)CC2CN(C(=O)CC(C)(C)NC(C)=O)C2CC2)C(C)C)ccc1OC, ClCCCl, [Na+], O=C([O-])O. Yields the product COCCCOc1cc(C(=O)N(CC2CNCC2CN(C(=O)CC(C)(C)NC(C)=O)C2CC2)C(C)C)ccc1OC. RXN SMILES: [C:1]([O:2][C:3](=[O:4])[N:8]1[CH2:9][CH:10]([CH2:34][N:35]([CH:36]2[CH2:37][CH2:38]2)[C:39]([CH2:40][C:41]([CH3:42])([CH3:43])[NH:44][C:45]([CH3:46])=[O:47])=[O:48])[CH:11]([CH2:13][N:14]([C:15]([c:16]2[cH:17][c:18]([O:24][CH2:25][CH2:26][CH2:27][O:28][CH3:29])[c:19]([O:22][CH3:23])[cH:20][cH:21]2)=[O:30])[CH:31]([CH3:32])[CH3:33])[CH2:12]1)([CH3:5])([CH3:6])[CH3:7].[Cl:54][CH2:55][CH2:56][Cl:57].[Na+:53].[O-:49][C:50]([OH:51])=[O:52]>>[NH:8]1[CH2:9][CH:10]([CH2:34][N:35]([CH:36]2[CH2:37][CH2:38]2)[C:39]([CH2:40][C:41]([CH3:42])([CH3:43])[NH:44][C:45]([CH3:46])=[O:47])=[O:48])[CH:11]([CH2:13][N:14]([C:15]([c:16]2[cH:17][c:18]([O:24][CH2:25][CH2:26][CH2:27][O:28][CH3:29])[c:19]([O:22][CH3:23])[cH:20][cH:21]2)=[O:30])[CH:31]([CH3:32])[CH3:33])[CH2:12]1. Reactants: CN(C1(CC1)C(=O)OC)S(=O)(=O)C1=CC=C(C=C1)F (methyl 1-[methyl-(4-fluorophenyl)sulfonyl-amino]cyclopropanecarboxylate), [OH-].[Na+] (NaOH). Run in O1CCOCC1 (dioxane). Conditions: temperature 50 celsius. Product: CN(C1(CC1)C(=O)O)S(=O)(=O)C1=CC=C(C=C1)F (1-[methyl-(4-fluorophenyl)sulfonyl-amino]cyclopropanecarboxylic acid). Yield: 81.0%. RXN SMILES: [CH3:1][N:2]([S:10]([C:13]1[CH:18]=[CH:17][C:16]([F:19])=[CH:15][CH:14]=1)(=[O:12])=[O:11])[C:3]1([C:6]([O:8]C)=[O:7])[CH2:5][CH2:4]1.[OH-].[Na+]>O1CCOCC1>[CH3:1][N:2]([S:10]([C:13]1[CH:14]=[CH:15][C:16]([F:19])=[CH:17][CH:18]=1)(=[O:12])=[O:11])[C:3]1([C:6]([OH:8])=[O:7])[CH2:5][CH2:4]1 |f:1.2|. Reported procedure: A solution of 14A (1.3 g, 4.52 mmol) in dioxane (40 mL) was added with 10% NaOH aq. solution (20 mL) and the mixture was heated at 50° C. overnight. The organic solvent was removed under reduced pressure and the aqueous phase was acidified with 10% HCl. The solid formed was collected by filtration, washed with water (2×20 mL) and dried to afford 15A as white solid (1.0 g, 81% yield). 1HNMR (DMSO, 200 MHz) δ 1.40 (bs, 4H), 2.91 (s, 3H), 7.42 (m, 2H), 7.80 (m, 2H), 12.60 (bs, 1H). Starting materials: C(C1=CC=CC=C1)OC=1C=C2C=3CC(CCC3NC2=CC1)N (6-benzyloxy-3-amino-1,2,3,4-tetrahydro-9H-carbazole), C([O-])([O-])=O.[K+].[K+] (potassium carbonate), ICC (iodoethane). The solvent is C(C)#N (acetonitrile). Reaction conditions: time 18 hour. Yields the product C(C1=CC=CC=C1)OC=1C=C2C=3CC(CCC3NC2=CC1)NCC.OC=1C=C2C=3CC(CCC3NC2=CC1)NCC (6-hydroxy-3-(ethyl)amino-1,2,3,4-tetrahydro-9H-carbazole 6-benzyloxy-3-(ethyl)amino-1,2,3,4-tetrahydro-9H-carbazole). The yield is 21.2%. As a reaction SMILES: [CH2:1]([O:8][C:9]1[CH:10]=[C:11]2[C:19](=[CH:20][CH:21]=1)[NH:18][C:17]1[CH2:16][CH2:15][CH:14]([NH2:22])[CH2:13][C:12]2=1)[C:2]1[CH:7]=[CH:6][CH:5]=[CH:4][CH:3]=1.C(=O)([O-])[O-].[K+].[K+].I[CH2:30][CH3:31]>C(#N)C>[CH2:1]([O:8][C:9]1[CH:10]=[C:11]2[C:19](=[CH:20][CH:21]=1)[NH:18][C:17]1[CH2:16][CH2:15][CH:14]([NH:22][CH2:30][CH3:31])[CH2:13][C:12]2=1)[C:2]1[CH:3]=[CH:4][CH:5]=[CH:6][CH:7]=1.[OH:8][C:9]1[CH:10]=[C:11]2[C:19](=[CH:20][CH:21]=1)[NH:18][C:17]1[CH2:16][CH2:15][CH:14]([NH:22][CH2:30][CH3:31])[CH2:13][C:12]2=1 |f:1.2.3,6.7|. Procedure details: To a solution of 0.225 gm (0.77 mMol) 6-benzyloxy-3-amino-1,2,3,4-tetrahydro-9H-carbazole in 20 mL acetonitrile were added 0.223 gm (1.617 mMol) potassium carbonate followed by 130 μL (1.617 mMol) iodoethane and the reaction mixture was stirred at room temperature for 18 hours. The reaction mixture was then heated at 60° C. for 4 hours and then at 50°-45° C. for 3 hours. The reaction mixture was then concentrated under reduced pressure and the residue partitioned between dichloromethane and wate... Starting materials: O1C(C1)COC=1C=C(C=CC1)NC(OC(C)(C)C)=O (tert-butyl (3-(oxiran-2-ylmethoxy)phenyl)carbamate), C1NCCC2=CC=CC=C12 (1,2,3,4-tetrahydroisoquinoline). Run in CCO (EtOH). Reaction conditions: temperature 100 celsius. The product is C1N(CCC2=CC=CC=C12)CC(COC=1C=C(C=CC1)NC(OC(C)(C)C)=O)O (tert-butyl (3-(3-(3,4-dihydroisoquinolin-2(1H)-yl)-2-hydroxypropoxy)phenyl)carbamate). Reaction SMILES: [O:1]1[CH2:3][CH:2]1[CH2:4][O:5][C:6]1[CH:7]=[C:8]([NH:12][C:13](=[O:19])[O:14][C:15]([CH3:18])([CH3:17])[CH3:16])[CH:9]=[CH:10][CH:11]=1.[CH2:20]1[C:29]2[C:24](=[CH:25][CH:26]=[CH:27][CH:28]=2)[CH2:23][CH2:22][NH:21]1>CCO>[CH2:20]1[C:29]2[C:24](=[CH:25][CH:26]=[CH:27][CH:28]=2)[CH2:23][CH2:22][N:21]1[CH2:3][CH:2]([OH:1])[CH2:4][O:5][C:6]1[CH:7]=[C:8]([NH:12][C:13](=[O:19])[O:14][C:15]([CH3:18])([CH3:17])[CH3:16])[CH:9]=[CH:10][CH:11]=1. Reported procedure: To a solution of tert-butyl (3-(oxiran-2-ylmethoxy)phenyl)carbamate 1.5 g, 5.66 mmol) in EtOH (30 mL) was added 1,2,3,4-tetrahydroisoquinoline 0.828 g, 6.23 mmol). The reaction mixture was heated at 100° C. for 4 h. The solvent was then removed by concentration and the residue dissolved in ethyl acetate, washed with water and the separated organic layer dried over sodium sulfate and concentrated to obtain a crude product. This product was used in next step without further purification.